Dataset: the Open Reaction Database (ORD), a public repository of structured organic reaction records. Task: describe an organic reaction: reactants, conditions, products, and yield Yields the product C(#N)C1(CC1)NC(=O)[C@@H]1[C@H](C[C@H](C1)S(=O)(=O)C1=C(C=C(C=C1)C1=CC(=NC=C1)C)C(F)(F)F)OCC ((1S,2S,4S)-2-Ethoxy-4-[4-(2-methyl-pyridin-4-yl)-2-trifluoromethyl-benzenesulfonyl]-cyclopentanecarboxylic acid (1-cyano-cyclopropyl)-amide). Procedure details: The title compound was prepared in analogy to example 62 using 2-picoline-4-boronic acid instead of 2.4-difluorophenylboronic acid and (1R,2R,4R) and (1S,2S,4S)-4-(4-bromo-2-trifluoromethyl-benzenesulfonyl)-2-ethoxy-cyclopentanecarboxylic acid (1-cyano-cyclopropyl)-amide instead of (1R,2R,4R) and (1S,2S,4S)-4-(4-bromo-2-trifluoromethyl-benzenesulfonyl)-2-methoxy-cyclopentanecarboxylic acid (1-cyano-cyclopropyl)-amide. White solid. MS (EI): 522.3 (M+H)+. Starting materials: N1=C(C=C(C=C1)B(O)O)C (2-picoline-4-boronic acid), C(#N)C1(CC1)NC(=O)[C@@H]1[C@H](C[C@H](C1)S(=O)(=O)C1=C(C=C(C=C1)Br)C(F)(F)F)OCC ((1S,2S,4S)-4-(4-bromo-2-trifluoromethyl-benzenesulfonyl)-2-ethoxy-cyclopentanecarboxylic acid (1-cyano-cyclopropyl)-amide), C(#N)C1(CC1)NC(=O)[C@@H]1[C@H](C[C@H](C1)S(=O)(=O)C1=C(C=C(C=C1)Br)C(F)(F)F)OC ((1S,2S,4S)-4-(4-bromo-2-trifluoromethyl-benzenesulfonyl)-2-methoxy-cyclopentanecarboxylic acid (1-cyano-cyclopropyl)-amide). Reaction SMILES: [N:1]1[CH:6]=[CH:5][C:4](B(O)O)=[CH:3][C:2]=1[CH3:10].[C:11]([C:13]1([NH:16][C:17]([C@H:19]2[CH2:23][C@H:22]([S:24]([C:27]3[CH:32]=[CH:31][C:30](Br)=[CH:29][C:28]=3[C:34]([F:37])([F:36])[F:35])(=[O:26])=[O:25])[CH2:21][C@@H:20]2[O:38][CH2:39][CH3:40])=[O:18])[CH2:15][CH2:14]1)#[N:12].C(C1(NC([C@H]2C[C@H](S(C3C=CC(Br)=CC=3C(F)(F)F)(=O)=O)C[C@@H]2OC)=O)CC1)#N>>[C:11]([C:13]1([NH:16][C:17]([C@H:19]2[CH2:23][C@H:22]([S:24]([C:27]3[CH:32]=[CH:31][C:30]([C:4]4[CH:5]=[CH:6][N:1]=[C:2]([CH3:10])[CH:3]=4)=[CH:29][C:28]=3[C:34]([F:37])([F:35])[F:36])(=[O:26])=[O:25])[CH2:21][C@@H:20]2[O:38][CH2:39][CH3:40])=[O:18])[CH2:15][CH2:14]1)#[N:12]. The reactants are COC=1C=C(C=CC1[N+](=O)[O-])C=1CCN(CC1)C (4-(3-methoxy-4-nitrophenyl)-1-methyl-1,2,3,6-tetrahydropyridine). The reagents and catalysts are [OH-].[Pd+2].[OH-] (palladium hydroxide). The solvent is CCO (EtOH). Reaction conditions: time 4 hour. The product is COC1=C(N)C=CC(=C1)C1CCN(CC1)C (2-methoxy-4-(1-methylpiperidin-4-yl)aniline). Yield: 99.5%. RXN SMILES: [CH3:1][O:2][C:3]1[CH:4]=[C:5]([C:12]2[CH2:13][CH2:14][N:15]([CH3:18])[CH2:16][CH:17]=2)[CH:6]=[CH:7][C:8]=1[N+:9]([O-])=O>[OH-].[Pd+2].[OH-].CCO>[CH3:1][O:2][C:3]1[CH:4]=[C:5]([CH:12]2[CH2:17][CH2:16][N:15]([CH3:18])[CH2:14][CH2:13]2)[CH:6]=[CH:7][C:8]=1[NH2:9] |f:1.2.3|. Procedure details: A 25 mL glass microwave tube was charged with potassium phosphate tribasic (3.00 g, 13.05 mmol), 2-(dicyclohexylphosphino)-2′,4′,6′,-tri-isopropyl-1,1′-biphenyl (Strem Chemicals, Newburyport, Mass., 83 mg, 0.174 mmol), tris(dibenzylideneacetone)dipalladium (0) (Strem Chemicals, Newburyport, Mass., 80 mg, 0.087 mmol), 1-methyl-1,2,3,6-tetrahydropyridine-4-boronic acid pinacol ester (Acros Organics, New Jersey, 971 mg, 4.35 mmol) followed by 5-chloro-2-nitroanisole (Sigma Aldrich, 816 mg, 4.35 mmo... Starting materials: C(C)(=O)[O-].[Na+] (Sodium acetate), COC(=O)C=1C=C(C2=C(S(CC3=C(O2)C(=CC(=C3)NC(CCl)=O)Cl)(=O)=O)C1)C (4-Chloro-2-(2-chloro-acetylamino)-6-methyl-10,10-dioxo-10,11-dihydro-5-oxa-10lambda*6*-thia-dibenzo[a,d]cycloheptene-8-carboxylic acid methyl ester). The solvent is O (water), CN(C)C=O (DMF). Run at temperature 80 celsius, time 6 hour. The product is COC(=O)C=1C=C(C2=C(S(CC3=C(O2)C(=CC(=C3)NC(COC(C)=O)=O)Cl)(=O)=O)C1)C (2-(2-Acetoxy-acetylamino)-4-chloro-6-methyl-10,10-dioxo-10,11-dihydro-5-oxa-10lambda*6*-thia-dibenzo[a,d]cycloheptene-8-carboxylic acid methyl ester), COC(=O)C=1C=C(C2=C(S(CC3=C(O2)C(=CC(=C3)NC(CO)=O)Cl)(=O)=O)C1)C (4-Chloro-2-(2-hydroxy-acetylamino)-6-methyl-10,10-dioxo-10,11-dihydro-5-oxa-10lambda*6*-thia-dibenzo[a,d]cycloheptene-8-carboxylic acid methyl ester). Yield: 2.0%. Reaction SMILES: [C:1]([O-:4])(=[O:3])[CH3:2].[Na+].[CH3:6][O:7][C:8]([C:10]1[CH:11]=[C:12]([CH3:33])[C:13]2[O:19][C:18]3[C:20]([Cl:29])=[CH:21][C:22]([NH:24][C:25](=[O:28])[CH2:26]Cl)=[CH:23][C:17]=3[CH2:16][S:15](=[O:31])(=[O:30])[C:14]=2[CH:32]=1)=[O:9]>O.CN(C=O)C>[CH3:6][O:7][C:8]([C:10]1[CH:11]=[C:12]([CH3:33])[C:13]2[O:19][C:18]3[C:20]([Cl:29])=[CH:21][C:22]([NH:24][C:25](=[O:28])[CH2:26][O:4][C:1](=[O:3])[CH3:2])=[CH:23][C:17]=3[CH2:16][S:15](=[O:31])(=[O:30])[C:14]=2[CH:32]=1)=[O:9].[CH3:6][O:7][C:8]([C:10]1[CH:11]=[C:12]([CH3:33])[C:13]2[O:19][C:18]3[C:20]([Cl:29])=[CH:21][C:22]([NH:24][C:25](=[O:28])[CH2:26][OH:3])=[CH:23][C:17]=3[CH2:16][S:15](=[O:31])(=[O:30])[C:14]=2[CH:32]=1)=[O:9] |f:0.1|. Procedure details: Sodium acetate (0.054 g, 0.658 mmol) in water (5 mL) was added to solution of compound of Example 4 (0.18 g, 0.405 mmol) in DMF (5 mL) at 25° C. and then the reaction mixture was stirred at 80° C. for 6 h. The solvent was removed under vacuum, water (15 mL) was added and extracted using ethyl acetate (3×30 mL). Combined organic layer was washed with water (2×100 mL), brine (100 mL) and dried over anhydrous sodium sulfate. The solvent was removed under vacuum and crude product was purified by col... The reactants are C(=O)[O-].[NH4+] (ammonium formate), CC1=NC2=CC=CC=C2N=C1N1CCN(CC1)CC1=CC=CC=C1 (2-methyl-3-[4-(phenylmethyl)piperazin-1-yl]quinoxaline), C(=O)[O-].[NH4+] (ammonium formate). The reagents and catalysts are [Pd] (palladium), [Pd] (palladium). Solvent: CO (methanol). Run at time 12.5 hour. Product: CC1=NC2=CC=CC=C2N=C1N1CCNCC1 (2-methyl-3-piperazin-1-ylquinoxaline). Reaction SMILES: [CH3:1][C:2]1[C:11]([N:12]2[CH2:17][CH2:16][N:15](CC3C=CC=CC=3)[CH2:14][CH2:13]2)=[N:10][C:9]2[C:4](=[CH:5][CH:6]=[CH:7][CH:8]=2)[N:3]=1.C([O-])=O.[NH4+]>CO.[Pd]>[CH3:1][C:2]1[C:11]([N:12]2[CH2:17][CH2:16][NH:15][CH2:14][CH2:13]2)=[N:10][C:9]2[C:4](=[CH:5][CH:6]=[CH:7][CH:8]=2)[N:3]=1 |f:1.2|. Procedure details: To a solution of 2-methyl-3-[4-(phenylmethyl)piperazin-1-yl]quinoxaline (Preparation 19, 1.68 g, 5.28 mmol) in methanol (106 ml) was added ammonium formate (1.66 g, 26.4 mmol) followed by palladium (10% w/w on carbon, 0.25 g) under a nitrogen atmosphere. After 12.5 h, more ammonium formate (0.83 g, 13.2 mmol) and palladium (0.12 g) were added. The reaction mixture was filtered through Celite® and evaporated to a yellow oil. The crude product was purified by flash chromatography using silica gel ...